This data is from the Open Reaction Database (ORD), a public repository of structured organic reaction records. The task is: describe an organic reaction: reactants, conditions, products, and yield Reactants: CC1(COc2ccc3c(c2)ncn3-c2ccc3cccc(N4CCC(NC(=O)OC(C)(C)C)CC4)c3n2)COC1, CC(C)(C)[O-], CC1CCCO1, [Na+], O. The product is CC1(COc2ccc3c(c2)ncn3-c2ccc3cccc(N4CCC(N)CC4)c3n2)COC1. As a reaction SMILES: [C:1]([O:2][C:3](=[O:4])[NH:7][CH:8]1[CH2:9][CH2:10][N:11]([c:14]2[cH:15][cH:16][cH:17][c:18]3[cH:19][cH:20][c:21](-[n:24]4[cH:25][n:26][c:27]5[c:28]4[cH:29][cH:30][c:31]([O:33][CH2:34][C:35]4([CH3:39])[CH2:36][O:37][CH2:38]4)[cH:32]5)[n:22][c:23]23)[CH2:12][CH2:13]1)([CH3:5])([CH3:6])[CH3:40].[CH3:41][C:42]([CH3:43])([O-:44])[CH3:45].[CH3:48][CH:49]1[CH2:50][CH2:51][CH2:52][O:53]1.[Na+:46].[OH2:47]>>[NH2:7][CH:8]1[CH2:9][CH2:10][N:11]([c:14]2[cH:15][cH:16][cH:17][c:18]3[cH:19][cH:20][c:21](-[n:24]4[cH:25][n:26][c:27]5[c:28]4[cH:29][cH:30][c:31]([O:33][CH2:34][C:35]4([CH3:39])[CH2:36][O:37][CH2:38]4)[cH:32]5)[n:22][c:23]23)[CH2:12][CH2:13]1. The reactants are [Li]CCCC (n-BuLi), BrC=1SC=CN1 (2-bromothiazole), C1(CC1)C=O (cyclopropanal). The solvent is CCOCC (Et2O). Conditions: temperature -78 celsius, time 1 hour. Product: OC(C1CC1)C=1SC=CN1 (2-(1-hydroxy-1-cyclopropylmethyl)thiazole). Yield: 94.4%. As a reaction SMILES: [Li]CCCC.Br[C:7]1[S:8][CH:9]=[CH:10][N:11]=1.[CH:12]1([CH:15]=[O:16])[CH2:14][CH2:13]1>CCOCC>[OH:16][CH:15]([C:7]1[S:8][CH:9]=[CH:10][N:11]=1)[CH:12]1[CH2:14][CH2:13]1. Reported procedure: n-BuLi (26.7 mL, 42.8 mmol, 1.6M) was added dropwise to a -78° C. solution of 2-bromothiazole (6.7 g, 40.8 mmol) in dry Et2O (80 mL). After stirring at -78° C. for 1 h, cyclopropanal (32 mL, 42.8 mmol) was added and the solution stirred 30 min. The reaction was quenched with water, the layers separated and the aqueous extracted with EtOAc. The combined extracts were dried (MgSO4), and condensed. The crude material was purified by flash chromatography using 40% EtOAc/hexane to give 5.98 g (95%) o... Starting materials: CS(=O)(=O)OCCC1(Cc2ccccc2)CCN(Cc2ccccc2)C1=O, CC#N, CCN(C(C)C)C(C)C, Fc1ccc(Cn2c(NC3CCNCC3)nc3ccccc32)cc1. The product is O=C1N(Cc2ccccc2)CCC1(CCN1CCC(Nc2nc3ccccc3n2Cc2ccc(F)cc2)CC1)Cc1ccccc1. As a reaction SMILES: [CH2:1]([c:2]1[cH:3][cH:4][cH:5][cH:6][cH:7]1)[N:8]1[C:9](=[O:27])[C:10]([CH2:13][CH2:14][O:15][S:16]([CH3:17])(=[O:18])=[O:19])([CH2:20][c:21]2[cH:22][cH:23][cH:24][cH:25][cH:26]2)[CH2:11][CH2:12]1.[CH3:61][C:62]#[N:63].[CH:52]([N:53]([CH2:54][CH3:55])[CH:56]([CH3:57])[CH3:58])([CH3:59])[CH3:60].[F:28][c:29]1[cH:30][cH:31][c:32]([CH2:33][n:34]2[c:35]([NH:43][CH:44]3[CH2:45][CH2:46][NH:47][CH2:48][CH2:49]3)[n:36][c:37]3[c:38]2[cH:39][cH:40][cH:41][cH:42]3)[cH:50][cH:51]1>>[CH2:1]([c:2]1[cH:3][cH:4][cH:5][cH:6][cH:7]1)[N:8]1[C:9](=[O:27])[C:10]([CH2:13][CH2:14][N:47]2[CH2:46][CH2:45][CH:44]([NH:43][c:35]3[n:34]([CH2:33][c:32]4[cH:31][cH:30][c:29]([F:28])[cH:51][cH:50]4)[c:38]4[c:37]([n:36]3)[cH:42][cH:41][cH:40][cH:39]4)[CH2:49][CH2:48]2)([CH2:20][c:21]2[cH:22][cH:23][cH:24][cH:25][cH:26]2)[CH2:11][CH2:12]1.